Dataset: the Open Reaction Database (ORD), a public repository of structured organic reaction records. Task: describe an organic reaction: reactants, conditions, products, and yield Starting materials: BrC1=CC(=NN1C1=CC=C(C=C1)OC)CCC (5-Bromo-1-(4-methoxyphenyl)-3-propyl-1H-pyrazole), CC1=NOC(=C1B(O)O)C (3,5-dimethylisoxazol-4-ylboronic acid), C(=O)([O-])[O-].[K+].[K+] (K2CO3), [I-].[Na+] (sodium iodide). Reagents/catalysts: C=1C=CC(=CC1)[P](C=2C=CC=CC2)(C=3C=CC=CC3)[Pd]([P](C=4C=CC=CC4)(C=5C=CC=CC5)C=6C=CC=CC6)([P](C=7C=CC=CC7)(C=8C=CC=CC8)C=9C=CC=CC9)[P](C=1C=CC=CC1)(C=1C=CC=CC1)C=1C=CC=CC1 (Pd(PPh3)4). Solvent: O1CCOCC1 (dioxane). Conditions: temperature 150 celsius. Product: COC1=CC=C(C=C1)N1N=C(C=C1C=1C(=NOC1C)C)CCC (4-(1-(4-methoxyphenyl)-3-propyl-1H-pyrazol-5-yl)-3,5-dimethylisoxazole). Yield: 58.9%. RXN SMILES: Br[C:2]1[N:6]([C:7]2[CH:12]=[CH:11][C:10]([O:13][CH3:14])=[CH:9][CH:8]=2)[N:5]=[C:4]([CH2:15][CH2:16][CH3:17])[CH:3]=1.[CH3:18][C:19]1[C:23](B(O)O)=[C:22]([CH3:27])[O:21][N:20]=1.C([O-])([O-])=O.[K+].[K+].[I-].[Na+]>C1C=CC([P]([Pd]([P](C2C=CC=CC=2)(C2C=CC=CC=2)C2C=CC=CC=2)([P](C2C=CC=CC=2)(C2C=CC=CC=2)C2C=CC=CC=2)[P](C2C=CC=CC=2)(C2C=CC=CC=2)C2C=CC=CC=2)(C2C=CC=CC=2)C2C=CC=CC=2)=CC=1.O1CCOCC1>[CH3:14][O:13][C:10]1[CH:11]=[CH:12][C:7]([N:6]2[C:2]([C:23]3[C:19]([CH3:18])=[N:20][O:21][C:22]=3[CH3:27])=[CH:3][C:4]([CH2:15][CH2:16][CH3:17])=[N:5]2)=[CH:8][CH:9]=1 |f:2.3.4,5.6,^1:39,41,60,79|. Procedure details: 5-Bromo-1-(4-methoxyphenyl)-3-propyl-1H-pyrazole (287 mg, 0.97 mmol), 3,5-dimethylisoxazol-4-ylboronic acid (274 mg, 1.94 mmol), K2CO3 (806 mg, 5.83 mmol), sodium iodide (291 mg, 1.94 mmol) and Pd(PPh3)4 (90 mg, 0.08 mmol) were mixed with degassed dioxane (1 mL) and degassed H2O (1 mL) under nitrogen in a microwave vial. The reaction was heated at 150° C. for 20 min. The crude mixture was diluted with CH2Cl2 and washed with water. The organic phase was separated from the water phase, dried using... Reactants: C(C=C)(=O)Cl (acryloyl chloride), C1=NN=CC2=CC=CC=C12 (phthalazine), C[Si](OC1=CCCCC1)(C)C (1-trimethylsiloxy-cyclohexene). The solvent is C(Cl)Cl (methylene chloride). Conditions: temperature 0 celsius, time 30 minute. The product is C(C=C)(=O)N1C(C2=CC=CC=C2C=N1)C1C(CCCC1)=O ((RS)-2-(2-acryloyl-1,2-dihydro-phthalazin-1-yl)-cyclohexanone). RXN SMILES: [C:1](Cl)(=[O:4])[CH:2]=[CH2:3].[CH:6]1[C:15]2[C:10](=[CH:11][CH:12]=[CH:13][CH:14]=2)[CH:9]=[N:8][N:7]=1.C[Si](C)(C)[O:18][C:19]1[CH2:24][CH2:23][CH2:22][CH2:21][CH:20]=1>C(Cl)Cl>[C:1]([N:7]1[N:8]=[CH:9][C:10]2[C:15](=[CH:14][CH:13]=[CH:12][CH:11]=2)[CH:6]1[CH:20]1[CH2:21][CH2:22][CH2:23][CH2:24][C:19]1=[O:18])(=[O:4])[CH:2]=[CH2:3]. Procedure details: A solution of 0.53 ml of acryloyl chloride in 3 ml of methylene chloride is slowly added dropwise at 0° C. to a solution of 0.78 g of phthalazine and 1.2 ml of 1-trimethylsiloxy-cyclohexene. After the addition the mixture is stirred at 0° C. for a further 30 min., then concentrated, treated with ice-water and made basic by the addition of sodium carbonate. The mixture is extracted 3 times with 100 ml of ethyl acetate each time. The organic phases are combined, dried over magnesium sulphate, filt... Starting materials: ClC(=O)OC1=CC=CC=C1 (Phenyl chloroformate), FC1=CC=C(C=C1)S(=O)(=O)C(C)(C)C1=NC(=NC(=C1)N1[C@H](COCC1)C)C1=CC=C(N)C=C1 (4-[4-[2-(4-fluorophenyl)sulfonylpropan-2-yl]-6-[(3S)-3-methylmorpholin-4-yl]pyrimidin-2-yl]aniline), C([O-])(O)=O.[Na+] (sodium bicarbonate). Solvent: O1CCOCC1 (dioxane). Conditions: time 2 hour. Yields the product FC1=CC=C(C=C1)S(=O)(=O)C(C)(C)C1=NC(=NC(=C1)N1[C@H](COCC1)C)C1=CC=C(C=C1)NC(OC1=CC=CC=C1)=O (Phenyl N-[4-[4-[2-(4-fluorophenyl)sulfonylpropan-2-yl]-6-[(3S)-3-methylmorpholin-4-yl]pyrimidin-2-yl]phenyl]carbamate). Isolated yield 99.9%. As a reaction SMILES: Cl[C:2]([O:4][C:5]1[CH:10]=[CH:9][CH:8]=[CH:7][CH:6]=1)=[O:3].[F:11][C:12]1[CH:17]=[CH:16][C:15]([S:18]([C:21]([C:24]2[CH:29]=[C:28]([N:30]3[CH2:35][CH2:34][O:33][CH2:32][C@@H:31]3[CH3:36])[N:27]=[C:26]([C:37]3[CH:43]=[CH:42][C:40]([NH2:41])=[CH:39][CH:38]=3)[N:25]=2)([CH3:23])[CH3:22])(=[O:20])=[O:19])=[CH:14][CH:13]=1.C(=O)(O)[O-].[Na+]>O1CCOCC1>[F:11][C:12]1[CH:17]=[CH:16][C:15]([S:18]([C:21]([C:24]2[CH:29]=[C:28]([N:30]3[CH2:35][CH2:34][O:33][CH2:32][C@@H:31]3[CH3:36])[N:27]=[C:26]([C:37]3[CH:38]=[CH:39][C:40]([NH:41][C:2](=[O:3])[O:4][C:5]4[CH:10]=[CH:9][CH:8]=[CH:7][CH:6]=4)=[CH:42][CH:43]=3)[N:25]=2)([CH3:22])[CH3:23])(=[O:19])=[O:20])=[CH:14][CH:13]=1 |f:2.3|. Procedure details: Phenyl chloroformate (0.482 mL, 3.83 mmol) was added dropwise to 4-[4-[2-(4-fluorophenyl)sulfonylpropan-2-yl]-6-[(3S)-3-methylmorpholin-4-yl]pyrimidin-2-yl]aniline (1.8 g, 3.83 mmol) and sodium bicarbonate (0.482 g, 5.74 mmol) in dioxane (20 mL) under nitrogen. The resulting suspension was stirred at RT for 2 hours. The reaction mixture was evaporated to dryness and redissolved in DCM (50 mL) and washed with water (50 mL). The organic layer was dried (MgSO4), filtered and evaporated to give crud...